From a dataset of the Open Reaction Database (ORD), a public repository of structured organic reaction records. describe an organic reaction: reactants, conditions, products, and yield As a reaction SMILES: [C:1]([C@@:18]1([N:26]2[C:36]3[N:35]=[C:33]([NH2:34])[NH:32][C:30](=[O:31])[C:29]=3[N:28]=[CH:27]2)[O:25][C@H:22]([CH2:23][OH:24])[C@@H:20]([OH:21])[CH2:19]1)(=[O:17])[CH2:2][CH2:3][CH2:4][CH2:5][CH2:6][CH2:7][CH2:8][CH2:9][CH2:10][CH2:11][CH2:12]CCCC.C(Cl)(=O)CCCCCCC.C(Cl)(=O)CCCCCCCCCCCCCCC>>[C:1]([C@@:18]1([N:26]2[C:36]3[N:35]=[C:33]([NH2:34])[NH:32][C:30](=[O:31])[C:29]=3[N:28]=[CH:27]2)[O:25][C@H:22]([CH2:23][OH:24])[C@@H:20]([OH:21])[CH2:19]1)(=[O:17])[CH2:2][CH2:3][CH2:4][CH2:5][CH2:6][CH2:7][CH2:8][CH2:9][CH2:10][CH2:11][CH3:12]. Procedure: This compound was prepared using the procedure for palmitoyl-2′-deoxyguanosine, substituting the appropriate amount of octanoyl chloride for palmitoyl chloride. Reactants: C(CCCCCCCCCCCCCCC)(=O)[C@@]1(C[C@H](O)[C@@H](CO)O1)N1C=NC=2C(=O)NC(N)=NC12 (palmitoyl-2′-deoxyguanosine), C(CCCCCCC)(=O)Cl (octanoyl chloride), C(CCCCCCCCCCCCCCC)(=O)Cl (palmitoyl chloride). The product is C(CCCCCCCCCCC)(=O)[C@@]1(C[C@H](O)[C@@H](CO)O1)N1C=NC=2C(=O)NC(N)=NC12 (Lauroyl-2′-Deoxyguanosine). Starting materials: ice, C(C1=CC=CC=C1)C1CC2=CC=C(C=C2CC1)Br (2-Benzyl-6-bromo-1,2,3,4-tetrahydronaphthalene), CN(C=O)C (Dimethyl-formamide), C(CCC)[Li] (Butyl lithium). The solvent is O1CCCC1 (tetrahydro-furan). Reaction conditions: temperature -78 celsius, time 1 hour. Product: C(C1=CC=CC=C1)C1CC=2C=CC(=CC2CC1)C=O (6-Benzyl-5,6,7,8-tetrahydro-2-naphthalene-carbaldehyde). As a reaction SMILES: [CH2:1]([CH:8]1[CH2:17][CH2:16][C:15]2[C:10](=[CH:11][CH:12]=[C:13](Br)[CH:14]=2)[CH2:9]1)[C:2]1[CH:7]=[CH:6][CH:5]=[CH:4][CH:3]=1.C([Li])CCC.CN(C)[CH:26]=[O:27]>O1CCCC1>[CH2:1]([CH:8]1[CH2:17][CH2:16][C:15]2[CH:14]=[C:13]([CH:26]=[O:27])[CH:12]=[CH:11][C:10]=2[CH2:9]1)[C:2]1[CH:7]=[CH:6][CH:5]=[CH:4][CH:3]=1. Procedure: 2-Benzyl-6-bromo-1,2,3,4-tetrahydronaphthalene (1.5 g, 0.005 mol) was dissolved in 30 ml tetrahydro-furan and cooled to -78° C. under dry N2. Butyl lithium (2.32 ml of 2.14 M in hexane, 0.005 mol) was added and the mixture stirred at -70° C. for 1 hour. Dimethyl-formamide (0.39 ml, 0.005 mol) was then added dropwise and the mixture stirred at -70° C. for 2 hours, allowed to warmed toward room temperature for 0.5 hour, poured slowly into 38 ml of ice cold 1N HCl and extracted 2×50 ml ethyl acetat... Reactants: N1CCOCC1 (morpholine), BrC1=CC=C(C=C1)Br (1,4-dibromobenzene), 2-(di-t-butylphosphine)biphenyl, CC(C)([O-])C.[K+] (potassium t-butoxide). Reagents/catalysts: C=1C=CC(=CC1)/C=C/C(=O)/C=C/C2=CC=CC=C2.C=1C=CC(=CC1)/C=C/C(=O)/C=C/C2=CC=CC=C2.C=1C=CC(=CC1)/C=C/C(=O)/C=C/C2=CC=CC=C2.[Pd].[Pd] (Pd2(dba)3). The solvent is O1CCOCC1 (dioxane). Product: BrC1=CC=C(C=C1)N1CCOCC1 (4-(4-Bromophenyl)morpholine). As a reaction SMILES: [NH:1]1[CH2:6][CH2:5][O:4][CH2:3][CH2:2]1.[Br:7][C:8]1[CH:13]=[CH:12][C:11](Br)=[CH:10][CH:9]=1.CC(C)([O-])C.[K+]>O1CCOCC1.C1C=CC(/C=C/C(/C=C/C2C=CC=CC=2)=O)=CC=1.C1C=CC(/C=C/C(/C=C/C2C=CC=CC=2)=O)=CC=1.C1C=CC(/C=C/C(/C=C/C2C=CC=CC=2)=O)=CC=1.[Pd].[Pd]>[Br:7][C:8]1[CH:13]=[CH:12][C:11]([N:1]2[CH2:6][CH2:5][O:4][CH2:3][CH2:2]2)=[CH:10][CH:9]=1 |f:2.3,5.6.7.8.9|. Reported procedure: To a solution of of morpholine (0.85 mmol, 739 mg) in dioxane (12 mL) was added 1,4-dibromobenzene (21.2 mmol, 5 g), 2-(di-t-butylphosphine)biphenyl (1.02 mmol, 304 mg), potassium t-butoxide (25.5 mmol, 2.47 g) and Pd2(dba)3 (0.254 mmol, 233 mg) The mixture was degassed under a stream of nitrogen and then heated to reflux for 20 h. The mixture was diluted with EtOAc and washed with water and brine. The organic extract was concentrated under reduced pressure and the residue was chromatographed to... Procedure details: To a solution of 5-(2,4-difluorophenoxy)-1-isobutyl-1H-indazol-6-ol (0.15 g, 0.47 mmol) in DMA (5 mL) was added Cs2CO3 (0.46 g, 1.41 mmol). After stirring the mixture for 3 hours, 2-bromomethyloxirane (0.13 g, 0.94 mmol) was added and the resulting mixture was stirred at room temperature for 16 hours. The mixture was diluted with ether and water and the layers were separated. The aqueous layer was extracted with ether (3×) and the combined organic layers were washed with water and brine, and dri... Reaction conditions: time 3 hour. The yield is 77.0%. Product: FC1=C(OC=2C=C3C=NN(C3=CC2OCC2OC2)CC(C)C)C=CC(=C1)F (5-(2,4-Difluorophenoxy)-1-isobutyl-6-oxiranylmethoxy-1H-indazole). As a reaction SMILES: [F:1][C:2]1[CH:22]=[C:21]([F:23])[CH:20]=[CH:19][C:3]=1[O:4][C:5]1[CH:6]=[C:7]2[C:11](=[CH:12][C:13]=1[OH:14])[N:10]([CH2:15][CH:16]([CH3:18])[CH3:17])[N:9]=[CH:8]2.C([O-])([O-])=O.[Cs+].[Cs+].Br[CH2:31][CH:32]1[CH2:34][O:33]1>CC(N(C)C)=O.CCOCC.O>[F:1][C:2]1[CH:22]=[C:21]([F:23])[CH:20]=[CH:19][C:3]=1[O:4][C:5]1[CH:6]=[C:7]2[C:11](=[CH:12][C:13]=1[O:14][CH2:31][CH:32]1[CH2:34][O:33]1)[N:10]([CH2:15][CH:16]([CH3:18])[CH3:17])[N:9]=[CH:8]2 |f:1.2.3|. The solvent is CCOCC (ether), O (water), CC(=O)N(C)C (DMA). Starting materials: FC1=C(OC=2C=C3C=NN(C3=CC2O)CC(C)C)C=CC(=C1)F (5-(2,4-difluorophenoxy)-1-isobutyl-1H-indazol-6-ol), C(=O)([O-])[O-].[Cs+].[Cs+] (Cs2CO3), BrCC1OC1 (2-bromomethyloxirane). Starting materials: C(C)OC(CNC(=N)C1=CC(=CC=C1)Br)OCC (N-[2,2-bis(ethyloxy)ethyl]-3-bromobenzene carboximidamide). Run in C(=O)O (HCO2H). Product: BrC=1C=C(C=CC1)C=1NC=CN1 (2-(3-Bromophenyl)-1H-imidazole). Reaction SMILES: C(O[CH:4](OCC)[CH2:5][NH:6][C:7]([C:9]1[CH:14]=[CH:13][CH:12]=[C:11]([Br:15])[CH:10]=1)=[NH:8])C>C(O)=O>[Br:15][C:11]1[CH:10]=[C:9]([C:7]2[NH:8][CH:4]=[CH:5][N:6]=2)[CH:14]=[CH:13][CH:12]=1. Procedure: A solution of N-[2,2-bis(ethyloxy)ethyl]-3-bromobenzenecarboximidamide (2.85 g; 9.04 mmol; Step 2 above) in HCO2H (15 mL) was heated at 80° C. for 1 h and concentrated in vacuo (2×PhMe chase). The residue was purified by flash chromatography (MeOH/NH4OH/CH2Cl2), affording the title compound as a light pink solid. LC/MS (method A) tR 1.19 min, m/z 223, 225 (M+H, Br isotopes). Starting materials: FC1=CC=C(C=C1)C1(CCC(CC1)=O)OC (4-(4-fluorophenyl)-4-methoxycyclohexanone), N1(CCNCC1)C(=O)OCC1=CC=CC=C1 (phenylmethyl 1-piperazinecarboxylate), [BH4-].[Na+] (sodium borohydride). Reagents/catalysts: CC([O-])C.[Ti+4].CC([O-])C.CC([O-])C.CC([O-])C (titanium(IV) isopropoxide). Yields the product FC1=CC=C(C=C1)C1(CCC(CC1)C1N(CCNC1)C(=O)OCC1=CC=CC=C1)OC (phenylmethyl [4-(4-fluorophenyl)-4-methoxy-1-cyclohexyl]-1-piperazinecarboxylate). The yield is 35.7%. As a reaction SMILES: [F:1][C:2]1[CH:7]=[CH:6][C:5]([C:8]2([O:15][CH3:16])[CH2:13][CH2:12][C:11](=O)[CH2:10][CH2:9]2)=[CH:4][CH:3]=1.[N:17]1([C:23]([O:25][CH2:26][C:27]2[CH:32]=[CH:31][CH:30]=[CH:29][CH:28]=2)=[O:24])[CH2:22][CH2:21][NH:20][CH2:19][CH2:18]1.[BH4-].[Na+]>CC(C)[O-].[Ti+4].CC(C)[O-].CC(C)[O-].CC(C)[O-]>[F:1][C:2]1[CH:7]=[CH:6][C:5]([C:8]2([O:15][CH3:16])[CH2:13][CH2:12][CH:11]([CH:18]3[CH2:19][NH:20][CH2:21][CH2:22][N:17]3[C:23]([O:25][CH2:26][C:27]3[CH:32]=[CH:31][CH:30]=[CH:29][CH:28]=3)=[O:24])[CH2:10][CH2:9]2)=[CH:4][CH:3]=1 |f:2.3,4.5.6.7.8|. Procedure: A mixture of 4-(4-fluorophenyl)-4-methoxycyclohexanone (2,2 g, 10 mmole), phenylmethyl 1-piperazinecarboxylate (2.2 g, 10 mmole), titanium(IV) isopropoxide (3.7 ml, 11 mmole) were mixed, reacted and reduced with sodium borohydride (0.4 g, 10 mmole) as in example 5. The crude product was purified by chromatography on silica eluting with methanol-methylene chloride (1:50) to give phenylmethyl [4-(4-fluorophenyl)-4-methoxy-1-cyclohexyl]-1-piperazinecarboxylate (35.7%, mp: 68°-69° C.).